From a dataset of the Open Reaction Database (ORD), a public repository of structured organic reaction records. describe an organic reaction: reactants, conditions, products, and yield The reactants are C1(CCCCC1)N(C(=O)NC=1SC(=C(N1)C)SC#N)C1CCCCC1 (1,1-dicyclohexyl-3-(4-methyl-5-thiocyanato-thiazol-2-yl)-urea), ClCCN1CCOCC1 (N-(2-chloroethyl)morpholine). The product is C1(CCCCC1)N(C(=O)NC=1SC(=C(N1)C)SCCN1CCOCC1)C1CCCCC1 (1,1-Dicyclohexyl-3-[4-methyl-5-(2-morpholin-4-yl-ethylsulfanyl)-thiazol-2-yl]-urea). Reaction SMILES: [CH:1]1([N:7]([CH:20]2[CH2:25][CH2:24][CH2:23][CH2:22][CH2:21]2)[C:8]([NH:10][C:11]2[S:12][C:13]([S:17]C#N)=[C:14]([CH3:16])[N:15]=2)=[O:9])[CH2:6][CH2:5][CH2:4][CH2:3][CH2:2]1.Cl[CH2:27][CH2:28][N:29]1[CH2:34][CH2:33][O:32][CH2:31][CH2:30]1>>[CH:20]1([N:7]([CH:1]2[CH2:2][CH2:3][CH2:4][CH2:5][CH2:6]2)[C:8]([NH:10][C:11]2[S:12][C:13]([S:17][CH2:27][CH2:28][N:29]3[CH2:34][CH2:33][O:32][CH2:31][CH2:30]3)=[C:14]([CH3:16])[N:15]=2)=[O:9])[CH2:21][CH2:22][CH2:23][CH2:24][CH2:25]1. Procedure: Prepared as described in general procedure (H) using 1,1-dicyclohexyl-3-(4-methyl-5-thiocyanato-thiazol-2-yl)-urea and N-(2-chloroethyl)morpholine. Starting materials: C1(=CC=CC=C1)CCCO (phenylpropyl alcohol), SCCC(=O)O (3-mercaptopropionic acid), C1(=CC=C(C=C1)S(=O)(=O)O)C (para-toluene sulphonic acid). Product: C1(=CC=CC=C1)CCCOC(CCS)=O (PHENYLPROPYL-3-MERCAPTOPROPIONATE). RXN SMILES: [C:1]1([CH2:7][CH2:8][CH2:9][OH:10])[CH:6]=[CH:5][CH:4]=[CH:3][CH:2]=1.[SH:11][CH2:12][CH2:13][C:14](O)=[O:15].C1(C)C=CC(S(O)(=O)=O)=CC=1>>[C:1]1([CH2:7][CH2:8][CH2:9][O:10][C:14](=[O:15])[CH2:13][CH2:12][SH:11])[CH:6]=[CH:5][CH:4]=[CH:3][CH:2]=1. Procedure: Into a 100 ml reaction flask equipped with reflux condenser, hot plate (with stirring apparatus within) and spin bar are placed 13.6 grams phenylpropyl alcohol; 4.0 grams of 3-mercaptopropionic acid; and 0.1 grams of para-toluene sulphonic acid. The reaction mass is heated to reflux and refluxed for a period of 10 hours with stirring. At the end of the 10 hour period, the reaction mass is cooled to room temperature and fractionally distilled on a micro distillation apparatus yielding the compoun... The reactants are ClCCl, [Ca+2], O=C(OO)c1cccc(Cl)c1, CC1=C(CCN(O)C(N)=O)c2cc(F)ccc2C1=Cc1ccc(S(C)=O)cc1, [OH-], [OH-]. The product is CC1=C(CCN(O)C(N)=O)c2cc(F)ccc2C1=Cc1ccc(S(C)(=O)=O)cc1. RXN SMILES: [CH2:43]([Cl:44])[Cl:45].[Ca+2:41].[Cl:29][c:30]1[cH:31][c:32]([C:37](=[O:34])[O:38][OH:39])[cH:33][cH:35][cH:36]1.[F:1][c:2]1[cH:3][c:4]2[c:8]([cH:9][cH:10]1)[C:7](=[CH:11][c:12]1[cH:13][cH:14][c:15]([S:18](=[O:19])[CH3:20])[cH:16][cH:17]1)[C:6]([CH3:21])=[C:5]2[CH2:22][CH2:23][N:24]([C:25](=[O:26])[NH2:27])[OH:28].[OH-:40].[OH-:42]>>[F:1][c:2]1[cH:3][c:4]2[c:8]([cH:9][cH:10]1)[C:7](=[CH:11][c:12]1[cH:13][cH:14][c:15]([S:18](=[O:19])([CH3:20])=[O:34])[cH:16][cH:17]1)[C:6]([CH3:21])=[C:5]2[CH2:22][CH2:23][N:24]([C:25](=[O:26])[NH2:27])[OH:28]. The product is Cc1nnc(C(Nc2ccc(C#N)c(Cl)c2C)C(C)O)o1. Reaction SMILES: [C:1]([Si:2]([CH3:3])([CH3:4])[O:6][CH:7]([CH:8]([c:9]1[o:10][c:11]([CH3:14])[n:12][n:13]1)[NH:15][c:16]1[c:17]([CH3:25])[c:18]([Cl:24])[c:19]([C:20]#[N:21])[cH:22][cH:23]1)[CH3:26])([CH3:5])([CH3:27])[CH3:28].[CH2:30]([N+:31]([CH2:32][CH2:33][CH2:34][CH3:35])([CH2:36][CH2:37][CH2:38][CH3:39])[CH2:40][CH2:41][CH2:42][CH3:43])[CH2:44][CH2:45][CH3:46].[CH2:47]1[O:48][CH2:49][CH2:50][CH2:51]1.[F-:29]>>[OH:6][CH:7]([CH:8]([c:9]1[o:10][c:11]([CH3:14])[n:12][n:13]1)[NH:15][c:16]1[c:17]([CH3:25])[c:18]([Cl:24])[c:19]([C:20]#[N:21])[cH:22][cH:23]1)[CH3:26]. Starting materials: Cc1nnc(C(Nc2ccc(C#N)c(Cl)c2C)C(C)O[Si](C)(C)C(C)(C)C)o1, CCCC[N+](CCCC)(CCCC)CCCC, C1CCOC1, [F-]. Starting materials: C1CCOC1, CC1=CC(C)(C)Nc2ccc(OS(=O)(=O)C(F)(F)F)cc21, [F-], [K+], CC(=O)[O-], CC(=O)[O-], [Pd+2], OB(O)c1ccsc1. Yields the product CC1=CC(C)(C)Nc2ccc(-c3ccsc3)cc21. Reaction SMILES: [CH2:32]1[O:33][CH2:34][CH2:35][CH2:36]1.[CH3:1][C:2]1([CH3:21])[NH:3][c:4]2[cH:5][cH:6][c:7]([O:13][S:14]([C:15]([F:16])([F:17])[F:18])(=[O:19])=[O:20])[cH:8][c:9]2[C:10]([CH3:12])=[CH:11]1.[F-:22].[K+:23].[O-:38][C:39]([CH3:40])=[O:41].[O-:42][C:43]([CH3:44])=[O:45].[Pd+2:37].[s:24]1[cH:25][c:26]([B:29]([OH:30])[OH:31])[cH:27][cH:28]1>>[CH3:1][C:2]1([CH3:21])[NH:3][c:4]2[cH:5][cH:6][c:7](-[c:26]3[cH:25][s:24][cH:28][cH:27]3)[cH:8][c:9]2[C:10]([CH3:12])=[CH:11]1. The reactants are OC=1C=C2CCC(NC2=CC1)=O (3,4-dihydro-6-hydroxy-2(1H)-quinolinone), C(C=C)Br (allyl bromide). The solvent is CO (methanol), [OH-].[K+] (potassium hydroxide). Reaction conditions: time 1 hour. Product: C(C=C)OC=1C=C2CCC(NC2=CC1)=O (6-allyloxy-3,4-dihydro-2(1H)-quinolinone). Isolated yield 68.9%. Reaction SMILES: [OH:1][C:2]1[CH:3]=[C:4]2[C:9](=[CH:10][CH:11]=1)[NH:8][C:7](=[O:12])[CH2:6][CH2:5]2.[CH2:13](Br)[CH:14]=[CH2:15]>CO.[OH-].[K+]>[CH2:15]([O:1][C:2]1[CH:3]=[C:4]2[C:9](=[CH:10][CH:11]=1)[NH:8][C:7](=[O:12])[CH2:6][CH2:5]2)[CH:14]=[CH2:13] |f:3.4|. Procedure: 32.6 Grams of 3,4-dihydro-6-hydroxy-2(1H)-quinolinone was dissolved in 500 ml of methanol containing 12.6 g of potassium hydroxide. Under stirring this solution, 20 ml of allyl bromide was added thereto at room temperature. The reaction mixture was stirred at room temperature for 1 hour, and further stirred at 60° C. for 4 hours. After the reaction, the reaction mixture was concentrated to a half volume under reduced pressure, then 500 ml of water was added and stirred vigorously, the crystals p... The reactants are NC(C(O)C1=CC(=NC=C1)F)CC1=CC(=CC=C1)OC(C(F)F)(F)F ((1RS,2SR)-2-amino-1-(2-fluoropyridin-4-yl)-3-[3-(1,1,2,2-tetrafluoroethoxy)phenyl]propan-1-ol), FC1=CC=C(C2=CC=CC=C12)C(=O)O (4-fluoronaphthalenecarboxylic acid), Cl.C(C)N=C=NCCCN(C)C (1-ethyl-3-(3-dimethylaminopropyl)carbodiimide hydrochloride), O.ON1N=NC2=C1C=CC=C2 (1-hydroxybenzotriazole hydrate). Solvent: O (water), C(C)#N (acetonitrile). Conditions: time 8 hour. Yields the product FC1=CC=C(C2=CC=CC=C12)C(=O)NC(C(O)C1=CC(=NC=C1)F)CC1=CC(=CC=C1)OC(C(F)F)(F)F (4-fluoro-N-{(1RS,2SR)-2-(2-fluoropyridin-4-yl)-2-hydroxy-1-[3-(1,1,2,2-tetrafluoroethoxy)benzyl]ethyl}-1-naphthamide). RXN SMILES: [NH2:1][CH:2]([CH2:12][C:13]1[CH:18]=[CH:17][CH:16]=[C:15]([O:19][C:20]([F:25])([F:24])[CH:21]([F:23])[F:22])[CH:14]=1)[CH:3]([C:5]1[CH:10]=[CH:9][N:8]=[C:7]([F:11])[CH:6]=1)[OH:4].[F:26][C:27]1[C:36]2[C:31](=[CH:32][CH:33]=[CH:34][CH:35]=2)[C:30]([C:37](O)=[O:38])=[CH:29][CH:28]=1.Cl.C(N=C=NCCCN(C)C)C.O.ON1C2C=CC=CC=2N=N1>C(#N)C.O>[F:26][C:27]1[C:36]2[C:31](=[CH:32][CH:33]=[CH:34][CH:35]=2)[C:30]([C:37]([NH:1][CH:2]([CH2:12][C:13]2[CH:18]=[CH:17][CH:16]=[C:15]([O:19][C:20]([F:24])([F:25])[CH:21]([F:22])[F:23])[CH:14]=2)[CH:3]([C:5]2[CH:10]=[CH:9][N:8]=[C:7]([F:11])[CH:6]=2)[OH:4])=[O:38])=[CH:29][CH:28]=1 |f:2.3,4.5|. Reported procedure: To a solution of (1RS,2SR)-2-amino-1-(2-fluoropyridin-4-yl)-3-[3-(1,1,2,2-tetrafluoroethoxy)phenyl]propan-1-ol (194 mg, 0.54 mmol) in acetonitrile (20 ml) were added 4-fluoronaphthalenecarboxylic acid (101 mg, 0.54 mmol), 1-ethyl-3-(3-dimethylaminopropyl)carbodiimide hydrochloride (154 mg, 0.80 mmol) and 1-hydroxybenzotriazole hydrate (82 mg, 0.54 mmol), and the mixture was stirred overnight at room temperature. The reaction solution was diluted with water (100 ml) and extracted with ethyl aceta... Yield: 47.0%. The product is C1(CCCC1)C1=NC=CC(=C1)C=1C=C(C=CC1)C1=NC2=C(NC(C1)=O)C=C(C(=C2)C)C(F)(F)F (4-[3-(2-Cyclopentyl-pyridin-4-yl)-phenyl]-7-methyl-8-trifluoromethyl-1,3-dihydro-benzo[b][1,4]diazepin-2-one), solid. As a reaction SMILES: C(OC(=O)[NH:7][C:8]1[CH:13]=[C:12]([CH3:14])[C:11]([C:15]([F:18])([F:17])[F:16])=[CH:10][C:9]=1[NH:19][C:20](=[O:41])[CH2:21][C:22]([C:24]1[CH:29]=[CH:28][CH:27]=[C:26]([C:30]2[CH:35]=[CH:34][N:33]=[C:32]([CH:36]3[CH2:40][CH2:39][CH2:38][CH2:37]3)[CH:31]=2)[CH:25]=1)=O)(C)(C)C.C(O)(C(F)(F)F)=O>C(Cl)Cl>[CH:36]1([C:32]2[CH:31]=[C:30]([C:26]3[CH:25]=[C:24]([C:22]4[CH2:21][C:20](=[O:41])[NH:19][C:9]5[CH:10]=[C:11]([C:15]([F:16])([F:18])[F:17])[C:12]([CH3:14])=[CH:13][C:8]=5[N:7]=4)[CH:29]=[CH:28][CH:27]=3)[CH:35]=[CH:34][N:33]=2)[CH2:37][CH2:38][CH2:39][CH2:40]1. The solvent is C(Cl)Cl (CH2Cl2). The reactants are C(C)(C)(C)OC(NC1=C(C=C(C(=C1)C)C(F)(F)F)NC(CC(=O)C1=CC(=CC=C1)C1=CC(=NC=C1)C1CCCC1)=O)=O ((2-{3-[3-(2-cyclopentyl-pyridin-4-yl)-phenyl]-3-oxo-propionylamino}-5-methyl-4-trifluoromethyl-phenyl)-carbamic acid tert-butyl ester), C(=O)(C(F)(F)F)O (TFA). Procedure: The title compound was prepared from (2-{3-[3-(2-cyclopentyl-pyridin-4-yl)-phenyl]-3-oxo-propionylamino}-5-methyl-4-trifluoromethyl-phenyl)-carbamic acid tert-butyl ester (Example M271) (360 mg, 0.619 mmol) by treatment with TFA in CH2Cl2 according to the general procedure N. Obtained as a light yellow solid (135 mg, 47%). Starting materials: C(C)(=O)O[BH-](OC(C)=O)OC(C)=O.[Na+] (Sodium triacetoxyborohydride), ClC=1N=C(C2=C(N1)SC(=N2)C=O)N2CCOCC2 (5-Chloro-7-morpholinothiazolo[5,4-d]pyrimidine-2-carbaldehyde), Cl.CS(=O)(=O)N1CCNCC1 (1-methylsulfonylpiperazine hydrochloride), C(C)(=O)[O-].[Na+] (sodium acetate), COC(OC)OC (trimethylorthoformate). Solvent: ClC(C)Cl (dichloroethane). Conditions: time 8 hour. Product: ClC=1N=C(C2=C(N1)SC(=N2)CN2CCN(CC2)S(=O)(=O)C)N2CCOCC2 (5-chloro-2-((4-methylsulfonylpiperazin-1-yl)methyl)-7-morpholinothiazolo[5,4-d]pyrimidine). As a reaction SMILES: [Cl:1][C:2]1[N:3]=[C:4]([N:13]2[CH2:18][CH2:17][O:16][CH2:15][CH2:14]2)[C:5]2[N:10]=[C:9]([CH:11]=O)[S:8][C:6]=2[N:7]=1.Cl.[CH3:20][S:21]([N:24]1[CH2:29][CH2:28][NH:27][CH2:26][CH2:25]1)(=[O:23])=[O:22].C([O-])(=O)C.[Na+].COC(OC)OC.C(O[BH-](OC(=O)C)OC(=O)C)(=O)C.[Na+]>ClC(Cl)C>[Cl:1][C:2]1[N:3]=[C:4]([N:13]2[CH2:18][CH2:17][O:16][CH2:15][CH2:14]2)[C:5]2[N:10]=[C:9]([CH2:11][N:27]3[CH2:28][CH2:29][N:24]([S:21]([CH3:20])(=[O:23])=[O:22])[CH2:25][CH2:26]3)[S:8][C:6]=2[N:7]=1 |f:1.2,3.4,6.7|. Procedure details: 5-Chloro-7-morpholinothiazolo[5,4-d]pyrimidine-2-carbaldehyde was dissolved in dichloroethane with 1-methylsulfonylpiperazine hydrochloride (1.45 eq), sodium acetate (1.45 eq), and trimethylorthoformate (1.45 eq). The solution was stirred overnight. Sodium triacetoxyborohydride (1.35 eq) was added and after three hours at room temperature the reaction was quenched with saturated sodium bicarbonate solution. The aqueous was extracted with methylene chloride, dried with sodium sulfate and purified...